From a dataset of the Open Reaction Database (ORD), a public repository of structured organic reaction records. describe an organic reaction: reactants, conditions, products, and yield Reactants: FC1=CC=C(C=C1)CC1=CN=C2C(=C(C(N(C2=C1)CCN1C(CCCC1)=O)=O)C(=O)OCC)O (ethyl 7-[(4-fluorophenyl)methyl]-4-hydroxy-2-oxo-1-[2-(2-oxo-1-piperidinyl)ethyl]-1,2-dihydro-1,5-naphthyridine-3-carboxylate), COCCN (2-(methyloxy)ethanamine). Yields the product FC1=CC=C(C=C1)CC1=CN=C2C(=C(C(N(C2=C1)CCN1C(CCCC1)=O)=O)C(=O)NCCOC)O (7-[(4-Fluorophenyl)methyl]-4-hydroxy-N-[2-(methyloxy)ethyl]-2-oxo-1-[2-(2-oxo-1-piperidinyl)ethyl]-1,2-dihydro-1,5-naphthyridine-3-carboxamide). RXN SMILES: [F:1][C:2]1[CH:7]=[CH:6][C:5]([CH2:8][C:9]2[CH:18]=[C:17]3[C:12]([C:13]([OH:34])=[C:14]([C:29](OCC)=[O:30])[C:15](=[O:28])[N:16]3[CH2:19][CH2:20][N:21]3[CH2:26][CH2:25][CH2:24][CH2:23][C:22]3=[O:27])=[N:11][CH:10]=2)=[CH:4][CH:3]=1.[CH3:35][O:36][CH2:37][CH2:38][NH2:39]>>[F:1][C:2]1[CH:3]=[CH:4][C:5]([CH2:8][C:9]2[CH:18]=[C:17]3[C:12]([C:13]([OH:34])=[C:14]([C:29]([NH:39][CH2:38][CH2:37][O:36][CH3:35])=[O:30])[C:15](=[O:28])[N:16]3[CH2:19][CH2:20][N:21]3[CH2:26][CH2:25][CH2:24][CH2:23][C:22]3=[O:27])=[N:11][CH:10]=2)=[CH:6][CH:7]=1. Procedure: This compound was prepared from ethyl 7-[(4-fluorophenyl)methyl]-4-hydroxy-2-oxo-1-[2-(2-oxo-1-piperidinyl)ethyl]-1,2-dihydro-1,5-naphthyridine-3-carboxylate and 2-(methyloxy)ethanamine using methods similar to Example 563 to provide a white solid: 1H NMR (CDCl3) δ 10.29 (1H, b), 8.54 (1H, s), 8.26 (1H, s), 7.24 (2H, dd, J=6, 9 Hz), 6.99 (2H, t, J=9 Hz), 4.39 (2H, t, J=8 Hz), 4.15 (2H, s), 3.50-3.69 (6H, m), 3.42 (3H, s), 3.36 (2H, b), 2.36 (2H, b), 1.75 (4H, b); ES+ MS: 497 (M+H+). Starting materials: ClC1=C(C(=CC=C1)O)C (3-chloro-o-cresol), C([O-])([O-])=O.[K+].[K+] (potassium carbonate), CI (methyl iodide). The solvent is CN(C)C=O (DMF). Run at temperature 80 celsius, time 2 hour. The product is ClC1=C(C(=CC=C1)OC)C (2-chloro-6-methoxytoluene). Yield: 95.4%. As a reaction SMILES: [Cl:1][C:2]1[CH:7]=[CH:6][CH:5]=[C:4]([OH:8])[C:3]=1[CH3:9].[C:10](=O)([O-])[O-].[K+].[K+].CI>CN(C=O)C>[Cl:1][C:2]1[CH:7]=[CH:6][CH:5]=[C:4]([O:8][CH3:10])[C:3]=1[CH3:9] |f:1.2.3|. Procedure details: To 100 ml DMF, was dissolved 3-chloro-o-cresol in an amount of 13.6 g (0.095 mole), and the resulting solution was then stirred for 2 hours at 80° C. following to the addition of potassium carbonate in an amount of 14.5 g (0.105 mole) and methyl iodide in an amount of 17.6 g (0.124 mole) into the solution at an ambient temperature. After cooling the mixture, insoluble materials therein were separated by filtration, and the mixture was then poured into water and extracted with ethyl ether. The or... Starting materials: CC(C)([O-])C.[K+] (potassium tert-butoxide), C(C)C1=CC=C2C(CC(NC2=C1)=O)(C)C (7-ethyl-1,2,3,4-tetrahydro-4,4-dimethyl-2-oxoquinoline), BrCC1=CC=C(C=C1)C1=C(C=CC=C1)C#N (4-bromomethyl-2'-cyanobiphenyl). Solvent: CN(C)C=O (DMF), CN(C)C=O (DMF). Reaction conditions: time 45 minute. Yields the product C(#N)C1=C(C=CC=C1)C1=CC=C(C=C1)CN1C(CC(C2=CC=C(C=C12)CC)(C)C)=O (1-(2'-cyanobiphenyl-4-ylmethyl)-7-ethyl-1,2,3,4-tetrahydro-4,4-dimethyl-2-oxoquinol ine). RXN SMILES: CC(C)([O-])C.[K+].[CH2:7]([C:9]1[CH:18]=[C:17]2[C:12]([C:13]([CH3:21])([CH3:20])[CH2:14][C:15](=[O:19])[NH:16]2)=[CH:11][CH:10]=1)[CH3:8].Br[CH2:23][C:24]1[CH:29]=[CH:28][C:27]([C:30]2[CH:35]=[CH:34][CH:33]=[CH:32][C:31]=2[C:36]#[N:37])=[CH:26][CH:25]=1>CN(C=O)C>[C:36]([C:31]1[CH:32]=[CH:33][CH:34]=[CH:35][C:30]=1[C:27]1[CH:26]=[CH:25][C:24]([CH2:23][N:16]2[C:17]3[C:12](=[CH:11][CH:10]=[C:9]([CH2:7][CH3:8])[CH:18]=3)[C:13]([CH3:20])([CH3:21])[CH2:14][C:15]2=[O:19])=[CH:29][CH:28]=1)#[N:37] |f:0.1|. Procedure: 12.5 g of potassium tert-butoxide are added at 20° to a solution of 20.3g or 7-ethyl-1,2,3,4-tetrahydro-4,4-dimethyl-2-oxoquinoline [mip. 120°; obtainable by reaction of m-ethylaniline with 3,3-dimethylacryloyl chloride in toluene/methylene chloride to give N-(3,3-dimethylacryloyl)-m-ethylaniline (m.p. 90°) and cyclisation with AlCl3 at 60°-100°]in 700 ml of DMF. The mixure is stirred for 45 minutes, a solution of 30.5g of 4-bromomethyl-2'-cyanobiphenyl in 300 ml of DMF is then added dropwise an... The reactants are Nc1ccccc1, O, OCc1ccccc1, c1ccc(OP(Oc2ccccc2)Oc2ccccc2)cc1. Product: c1ccc(CNc2ccccc2)cc1. Reaction SMILES: [NH2:1][c:2]1[cH:3][cH:4][cH:5][cH:6][cH:7]1.[OH2:38].[OH:8][CH2:9][c:10]1[cH:11][cH:12][cH:13][cH:14][cH:15]1.[P:16]([O:17][c:18]1[cH:19][cH:20][cH:21][cH:22][cH:23]1)([O:24][c:25]1[cH:26][cH:27][cH:28][cH:29][cH:30]1)[O:31][c:32]1[cH:33][cH:34][cH:35][cH:36][cH:37]1>>[NH:1]([c:2]1[cH:3][cH:4][cH:5][cH:6][cH:7]1)[CH2:9][c:10]1[cH:11][cH:12][cH:13][cH:14][cH:15]1. Reactants: aqueous solution, [OH-].[K+] (potassium hydroxide), BrC=1C=C2N(N=CC(=C2N[C@H]2C([C@](CC2)(C(=O)OC)C)(C)C)C(N)=O)C1 ((1S,3R)-methyl 3-(6-bromo-3-carbamoylpyrrolo[1,2-b]pyridazin-4-ylamino)-1,2,2-trimethylcyclopentanecarboxylate). The solvent is C(C)O (ethanol), C(C)(=O)OCC (ethyl acetate). Conditions: temperature 75 celsius. Yields the product BrC=1C=C2N(N=CC(=C2N[C@H]2C([C@](CC2)(C(=O)O)C)(C)C)C(N)=O)C1 ((1S,3R)-3-(6-bromo-3-carbamoylpyrrolo[1,2-b]pyridazin-4-ylamino)-1,2,2-trimethylcyclopentanecarboxylic acid). Isolated yield 89.4%. As a reaction SMILES: [OH-].[K+].[Br:3][C:4]1[CH:5]=[C:6]2[C:11]([NH:12][C@@H:13]3[CH2:17][CH2:16][C@:15]([CH3:22])([C:18]([O:20]C)=[O:19])[C:14]3([CH3:24])[CH3:23])=[C:10]([C:25](=[O:27])[NH2:26])[CH:9]=[N:8][N:7]2[CH:28]=1>C(O)C.C(OCC)(=O)C>[Br:3][C:4]1[CH:5]=[C:6]2[C:11]([NH:12][C@@H:13]3[CH2:17][CH2:16][C@:15]([CH3:22])([C:18]([OH:20])=[O:19])[C:14]3([CH3:24])[CH3:23])=[C:10]([C:25](=[O:27])[NH2:26])[CH:9]=[N:8][N:7]2[CH:28]=1 |f:0.1|. Reported procedure: A 4.5 M aqueous solution of potassium hydroxide (210 μl, 0.945 mmol) was added dropwise to a solution of (1S,3R)-methyl 3-(6-bromo-3-carbamoylpyrrolo[1,2-b]pyridazin-4-ylamino)-1,2,2-trimethylcyclopentanecarboxylate (200 mg, 0.472 mmol) in ethanol (3.2 ml). The reaction was heated at 75° C. for 24 hrs. The reaction was cooled to room temperature and concentrated under reduced pressure to yield an oil. The oil was diluted with ethyl acetate and washed with water. The aqueous layer was acidified w... Starting materials: COC(NC1=CC2=C(N(C(=N2)CC2=CC=C(C=C2)OCC)CC2CC2)C=C1)=O (Methyl-1-(cyclopropylmethyl)-2-(4-ethoxybenzyl)-1H-benzimidazol-5-ylcarbamate), [AlH3] (AlH3), OS(=O)(=O)O (H2SO4), [H-].[H-].[H-].[H-].[Li+].[Al+3].C1CCOC1 (LiAlH4 THF). Solvent: C1CCOC1 (THF). Reaction conditions: time 8 hour. Yields the product C1(CC1)CN1C(=NC2=C1C=CC(=C2)NC)CC2=CC=C(C=C2)OCC (1-(cyclopropylmethyl)-2-(4-ethoxybenzyl)-N-methyl-1H-benzimidazol-5-amine). Isolated yield 82.9%. As a reaction SMILES: CO[C:3](=O)[NH:4][C:5]1[CH:27]=[CH:26][C:8]2[N:9]([CH2:22][CH:23]3[CH2:25][CH2:24]3)[C:10]([CH2:12][C:13]3[CH:18]=[CH:17][C:16]([O:19][CH2:20][CH3:21])=[CH:15][CH:14]=3)=[N:11][C:7]=2[CH:6]=1.[AlH3].OS(O)(=O)=O.[H-].[H-].[H-].[H-].[Li+].[Al+3].C1COCC1>C1COCC1>[CH:23]1([CH2:22][N:9]2[C:8]3[CH:26]=[CH:27][C:5]([NH:4][CH3:3])=[CH:6][C:7]=3[N:11]=[C:10]2[CH2:12][C:13]2[CH:14]=[CH:15][C:16]([O:19][CH2:20][CH3:21])=[CH:17][CH:18]=2)[CH2:25][CH2:24]1 |f:3.4.5.6.7.8.9|. Procedure details: Methyl-1-(cyclopropylmethyl)-2-(4-ethoxybenzyl)-1H-benzimidazol-5-ylcarbamate (1.65 g, 4.35 mmol) was added portionwise to a cold (0° C.) solution of AlH3 (˜0.3 M), which was freshly prepared by adding dropwise conc. H2SO4 (0.80 g, 8.10 mmol) to 1 M LiAlH4 THF solution (16 ml, 16 mmol) in THF (30 mL) at 0° C. The reaction mixture was stirred at room temperature overnight, and subsequently quenched carefully by adding EtOAc (5 mL), H2O (3 mL) and Et2O (100 mL), and then Na2SO4.5H2O (10 g). The re...